This data is from the Open Reaction Database (ORD), a public repository of structured organic reaction records. The task is: describe an organic reaction: reactants, conditions, products, and yield Reactants: [N-]=[N+]=[N-] (azide), CC1=CC=C(C=C1)S(=O)(=O)OCC1OC2=C(C1)C=CC=C2C2=C(C=CC=C2)F ((±)-[7-(2-fluorophenyl)-2,3-dihydro-1-benzofuran-2-yl]methyl 4-methylbenzenesulfonate), N(=[N+]=[N-])CC1OC2=C(C1)C=CC=C2C2=C(C=CC=C2)F ((±)-2-(azidomethyl)-7-(2-fluorophenyl)-2,3-dihydro-1-benzofuran), [N-]=[N+]=[N-].[Na+] (sodium azide), Intermediate 98, hydrochloride salt. Reagents/catalysts: [Pt] (sulfided platinum on carbon). Product: FC1=C(C=CC=C1)C1=CC=CC=2CC(OC21)CN ((±)-1-[7-(2-fluorophenyl)-2,3-dihydro-1-benzofuran-2-yl]methanamine). The yield is 83.0%. Reaction SMILES: CC1C=CC(S(OCC2CC3C=CC=C(C4C=CC=CC=4F)C=3O2)(=O)=O)=CC=1.[N-]=[N+]=[N-].[Na+].[N:33]([CH2:36][CH:37]1[CH2:41][C:40]2[CH:42]=[CH:43][CH:44]=[C:45]([C:46]3[CH:51]=[CH:50][CH:49]=[CH:48][C:47]=3[F:52])[C:39]=2[O:38]1)=[N+]=[N-].[N-]=[N+]=[N-]>[Pt]>[F:52][C:47]1[CH:48]=[CH:49][CH:50]=[CH:51][C:46]=1[C:45]1[C:39]2[O:38][CH:37]([CH2:36][NH2:33])[CH2:41][C:40]=2[CH:42]=[CH:43][CH:44]=1 |f:1.2|. Procedure: Treatment of (±)-[7-(2-fluorophenyl)-2,3-dihydro-1-benzofuran-2-yl]methyl 4-methylbenzenesulfonate (3.13 g, 7.85 mmol) with sodium azide (2.04 g, 31.42 mmol) generally according to the procedure described for Intermediate 98 afforded (±)-2-(azidomethyl)-7-(2-fluorophenyl)-2,3-dihydro-1-benzofuran. Treatment of the azide with sulfided platinum on carbon (0.21 g, 5 wt. %) generally according to the procedure described for Example 1 provided 1.81 g (83%) of (±)-1-[7-(2-fluorophenyl)-2,3-dihydro-1-b... The reactants are C1(=CC=CC=C1)P(C1=CC=CC=2C(C3=CC=CC(=C3OC12)P(C1=CC=CC=C1)C1=CC=CC=C1)(C)C)C1=CC=CC=C1 (4,5-bis(diphenylphosphino)-9,9-dimethylxanthene), C([O-])([O-])=O.[Cs+].[Cs+] (cesium carbonate), IC1=CC(=C(C#N)C=C1)C(F)(F)F (4-iodo-2-(trifluoromethyl)benzonitrile), O[C@]1(CC(N[C@H]1C)=O)C ((4S,5S)-4-hydroxy-4,5-dimethylpyrrolidin-2-one). Reagents/catalysts: C=1C=CC(=CC1)/C=C/C(=O)/C=C/C2=CC=CC=C2.C=1C=CC(=CC1)/C=C/C(=O)/C=C/C2=CC=CC=C2.C=1C=CC(=CC1)/C=C/C(=O)/C=C/C2=CC=CC=C2.[Pd].[Pd] (tris(dibenzylideneacetone)dipalladium(0)). Yields the product O[C@@]1([C@@H](N(C(C1)=O)C1=CC(=C(C#N)C=C1)C(F)(F)F)C)C (4-[(2S,3S)-3-hydroxy-2,3-dimethyl-5-oxopyrrolidin-1-yl]-2-(trifluoromethyl)benzonitrile), crystals. Yield: 52.0%. RXN SMILES: I[C:2]1[CH:9]=[CH:8][C:5]([C:6]#[N:7])=[C:4]([C:10]([F:13])([F:12])[F:11])[CH:3]=1.[OH:14][C@:15]1([CH3:22])[C@H:19]([CH3:20])[NH:18][C:17](=[O:21])[CH2:16]1.C1(P(C2C=CC=CC=2)C2C3OC4C(=CC=CC=4P(C4C=CC=CC=4)C4C=CC=CC=4)C(C)(C)C=3C=CC=2)C=CC=CC=1.C(=O)([O-])[O-].[Cs+].[Cs+]>C1C=CC(/C=C/C(/C=C/C2C=CC=CC=2)=O)=CC=1.C1C=CC(/C=C/C(/C=C/C2C=CC=CC=2)=O)=CC=1.C1C=CC(/C=C/C(/C=C/C2C=CC=CC=2)=O)=CC=1.[Pd].[Pd]>[OH:14][C@@:15]1([CH3:22])[CH2:16][C:17](=[O:21])[N:18]([C:2]2[CH:9]=[CH:8][C:5]([C:6]#[N:7])=[C:4]([C:10]([F:13])([F:12])[F:11])[CH:3]=2)[C@H:19]1[CH3:20] |f:3.4.5,6.7.8.9.10|. Reported procedure: Using 4-iodo-2-(trifluoromethyl)benzonitrile (958 mg), (4S,5S)-4-hydroxy-4,5-dimethylpyrrolidin-2-one (500 mg), 4,5-bis(diphenylphosphino)-9,9-dimethylxanthene (286 mg), tris(dibenzylideneacetone)dipalladium(0) (148 mg) and cesium carbonate (1.55 g), and in the same manner as in Example 62, the title compound was obtained as colorless crystals (yield: 508 mg, 52%). The reactants are CC1=[N+](C=CC(=C1)[N+](=O)[O-])[O-] (2-methyl-4-nitropyridine 1-oxide), C(C)(=O)Cl (acetyl chloride), C([O-])([O-])=O.[Na+].[Na+] (sodium carbonate). Solvent: ice water. Yields the product ClC1=CC(=[N+](C=C1)[O-])C (4-Chloro-2-Methylpyridine 1-Oxide). Isolated yield 32.7%. As a reaction SMILES: [CH3:1][C:2]1[CH:7]=[C:6]([N+]([O-])=O)[CH:5]=[CH:4][N+:3]=1[O-:11].C([Cl:15])(=O)C.C(=O)([O-])[O-].[Na+].[Na+]>>[Cl:15][C:6]1[CH:5]=[CH:4][N+:3]([O-:11])=[C:2]([CH3:1])[CH:7]=1 |f:2.3.4|. Reported procedure: 15.4 g (0.1 mol) of 2-methyl-4-nitropyridine 1-oxide was added to 78.5 g (1 mol) of acetyl chloride at -10° C. The obtained mixture was stirred under cooling with ice for 0.5 hour. After the completion of the reaction, 300 ml of ice-water was added to the reaction mixture. The obtained mixture was neutralized with sodium carbonate and extracted with chloroform. The extract was dried over magnesium sulfate and filtered. The filtrate was concentrated under a reduced pressure and purified by silica... Reactants: C(C1=CC=CC=C1)OC(=O)C=1C=C(C(=CC1OCC1=CC=CC=C1)OCC1=CC=CC=C1)C1=C(C=CC(=C1)C(C)C)OC (4,6-Bis-benzyloxy-5′-isopropyl-2′-methoxy-biphenyl-3-carboxylic acid benzyl ester), Cl (HCl), [Li+].[OH-] (LiOH). Solvent: C1CCOC1 (THF), O (water). Conditions: temperature 90 celsius, time 8 hour. Product: C(C1=CC=CC=C1)OC1=C(C=C(C(=C1)OCC1=CC=CC=C1)C1=C(C=CC(=C1)C(C)C)OC)C(=O)O (4,6-bis-benzyloxy-5′-isopropyl-2′-methoxy-biphenyl-3-carboxylic acid), solid. Yield: 96.0%. Reaction SMILES: C([O:8][C:9]([C:11]1[CH:12]=[C:13]([C:33]2[CH:38]=[C:37]([CH:39]([CH3:41])[CH3:40])[CH:36]=[CH:35][C:34]=2[O:42][CH3:43])[C:14]([O:25][CH2:26][C:27]2[CH:32]=[CH:31][CH:30]=[CH:29][CH:28]=2)=[CH:15][C:16]=1[O:17][CH2:18][C:19]1[CH:24]=[CH:23][CH:22]=[CH:21][CH:20]=1)=[O:10])C1C=CC=CC=1.[Li+].[OH-].Cl>C1COCC1.O>[CH2:18]([O:17][C:16]1[CH:15]=[C:14]([O:25][CH2:26][C:27]2[CH:32]=[CH:31][CH:30]=[CH:29][CH:28]=2)[C:13]([C:33]2[CH:38]=[C:37]([CH:39]([CH3:41])[CH3:40])[CH:36]=[CH:35][C:34]=2[O:42][CH3:43])=[CH:12][C:11]=1[C:9]([OH:10])=[O:8])[C:19]1[CH:20]=[CH:21][CH:22]=[CH:23][CH:24]=1 |f:1.2|. Procedure details: 4,6-Bis-benzyloxy-5′-isopropyl-2′-methoxy-biphenyl-3-carboxylic acid benzyl ester (573 mg, 1 mmol) was dissolved in a mixture of THF (5 ml) and water (5 ml). LiOH (72 mg, 3 mmol) was added, and the resulting mixture was stirred at 90° C. overnight. After the reaction was complete, the reaction mixture was cooled to r.t., acidified with 1M HCl to pH=1. After extraction with Et2O (25 ml×3), the combined organics were washed with water and brine and dried over Na2SO4. After filtration and concentra... Reactants: ClC=1C=CC(=C(C1)CCCOCCO)OC (2-[3-(5-chloro-2-methoxyphenyl)propyloxy]-ethanol), S(=O)(Cl)Cl (thionyl chloride). Yields the product ClC=1C=CC(=C(C1)CCCOCCCl)OC (2[3-(5-chloro-2-methoxyphenyl)propyloxy]ethyl chloride). Reaction SMILES: [Cl:1][C:2]1[CH:3]=[CH:4][C:5]([O:15][CH3:16])=[C:6]([CH2:8][CH2:9][CH2:10][O:11][CH2:12][CH2:13]O)[CH:7]=1.S(Cl)([Cl:19])=O>>[Cl:1][C:2]1[CH:3]=[CH:4][C:5]([O:15][CH3:16])=[C:6]([CH2:8][CH2:9][CH2:10][O:11][CH2:12][CH2:13][Cl:19])[CH:7]=1. Procedure details: 11.2 g of 2-[3-(5-chloro-2-methoxyphenyl)propyloxy]-ethanol and 20 ml thionyl chloride are stirred at 50° C. for 3 hours; the excess thionyl chloride is distilled off in vacuo. 11.3 g of 2[3-(5-chloro-2-methoxyphenyl)propyloxy]ethyl chloride are obtained as a brown oil. Reactants: P(C(C)(C)C)(C(C)(C)C)C(C)(C)C (t-Bu3P), C(=O)(O)C=1C(=CC(=C(C1)B(O)O)Cl)OC (5-carboxy-2-chloro-4-methoxy-phenylboronic acid), BrC1=CN=C(C=C1C#N)C(F)(F)F (5-bromo-2-trifluoromethyl-isonicotinonitrile), [H+].[B-](F)(F)(F)F (HBF4), [O-]P(=O)([O-])[O-].[K+].[K+].[K+] (K3PO4). Reagents/catalysts: C=1C=CC(=CC1)/C=C/C(=O)/C=C/C2=CC=CC=C2.C=1C=CC(=CC1)/C=C/C(=O)/C=C/C2=CC=CC=C2.C=1C=CC(=CC1)/C=C/C(=O)/C=C/C2=CC=CC=C2.[Pd].[Pd] (Pd2 dba3). Solvent: C(C)(=O)OCC (ethyl acetate). Run at time 3 hour. Yields the product ClC1=CC(=C(C(=O)O)C=C1C=1C=NC(=CC1C#N)C(F)(F)F)OC (4-chloro-5-(4-cyano-6-trifluoromethyl-pyridin-3-yl)-2-methoxy-benzoic acid). Yield: 44.4%. As a reaction SMILES: [C:1]([C:4]1[C:5]([O:14][CH3:15])=[CH:6][C:7]([Cl:13])=[C:8](B(O)O)[CH:9]=1)([OH:3])=[O:2].Br[C:17]1[C:22]([C:23]#[N:24])=[CH:21][C:20]([C:25]([F:28])([F:27])[F:26])=[N:19][CH:18]=1.[O-]P([O-])([O-])=O.[K+].[K+].[K+].P(C(C)(C)C)(C(C)(C)C)C(C)(C)C.[H+].[B-](F)(F)(F)F>C(OCC)(=O)C.C1C=CC(/C=C/C(/C=C/C2C=CC=CC=2)=O)=CC=1.C1C=CC(/C=C/C(/C=C/C2C=CC=CC=2)=O)=CC=1.C1C=CC(/C=C/C(/C=C/C2C=CC=CC=2)=O)=CC=1.[Pd].[Pd]>[Cl:13][C:7]1[C:8]([C:17]2[CH:18]=[N:19][C:20]([C:25]([F:27])([F:28])[F:26])=[CH:21][C:22]=2[C:23]#[N:24])=[CH:9][C:4]([C:1]([OH:3])=[O:2])=[C:5]([O:14][CH3:15])[CH:6]=1 |f:2.3.4.5,7.8,10.11.12.13.14|. Reported procedure: N2 was bubbled through a solution of THF (8 mL) and water (2 mL) containing 5-carboxy-2-chloro-4-methoxy-phenylboronic acid (460.8 mg, 2.0 mmol) and 5-bromo-2-trifluoromethyl-isonicotinonitrile 1-1 (478 mg, 1.9 mmol) for 10 minutes. K3PO4 (1.2 g, 5.7 mmol), t-Bu3P.HBF4 (82.7 mg, 0.28 mmol), and Pd2 dba3 (91.0 mg, 0.1 mmol) were added under N2 atmosphere. The mixture was sealed, stirred at rt for 3 hrs, and diluted with ethyl acetate. The organic layer was separated, washed with brine, dried over... Starting materials: C1CCOC1, [Li]CCCC, ClCCCI, [Cu]I, O, c1ccc2sccc2c1. Product: ClCCCc1cc2ccccc2s1. RXN SMILES: [CH2:21]1[O:22][CH2:23][CH2:24][CH2:25]1.[CH3:1][CH2:2][CH2:3][CH2:4][Li:5].[Cl:15][CH2:16][CH2:17][CH2:18][I:19].[Cu:26][I:27].[OH2:20].[s:6]1[c:7]2[c:8]([cH:9][cH:10]1)[cH:11][cH:12][cH:13][cH:14]2>>[s:6]1[c:7]2[c:8]([cH:9][c:10]1[CH2:18][CH2:17][CH2:16][Cl:15])[cH:11][cH:12][cH:13][cH:14]2. As a reaction SMILES: [CH3:2][c:3]1[cH:4][c:5]2[c:11]([s:12]1)[NH:10][c:9]1[c:8]([cH:16][cH:15][cH:14][cH:13]1)[N:7]=[C:6]2[NH2:17].[CH3:45][S:46]([CH3:47])=[O:48].[CH3:49][CH2:50][O:51][C:52](=[O:53])[CH3:54].[CH3:56][c:57]1[cH:58][cH:59][cH:60][cH:61][cH:62]1.[CH:36]([N:37]([CH2:38][CH3:39])[CH:40]([CH3:41])[CH3:42])([CH3:43])[CH3:44].[ClH:1].[F:18][C:19]([c:20]1[c:21]([CH2:26][CH2:27][CH:28]2[NH:29][CH2:30][CH2:31][NH:32][CH2:33]2)[cH:22][cH:23][cH:24][cH:25]1)([F:34])[F:35].[OH2:55]>>[CH3:2][c:3]1[cH:4][c:5]2[c:11]([s:12]1)[NH:10][c:9]1[c:8]([cH:16][cH:15][cH:14][cH:13]1)[N:7]=[C:6]2[N:17]1[CH2:31][CH2:30][NH:29][CH:28]([CH2:27][CH2:26][c:21]2[c:20]([C:19]([F:18])([F:34])[F:35])[cH:25][cH:24][cH:23][cH:22]2)[CH2:33]1. Yields the product Cc1cc2c(s1)Nc1ccccc1N=C2N1CCNC(CCc2ccccc2C(F)(F)F)C1. Starting materials: Cc1cc2c(s1)Nc1ccccc1N=C2N, CS(C)=O, CCOC(C)=O, Cc1ccccc1, CCN(C(C)C)C(C)C, Cl, FC(F)(F)c1ccccc1CCC1CNCCN1, O. The reactants are [BH4-], [BH4-], CCOCC, Cl, CCOC(=O)C(Cc1cccc(OC(F)(F)C(F)F)c1)C(=O)c1ccc(F)cc1, [Zn+2]. The product is CCOC(=O)C(Cc1cccc(OC(F)(F)C(F)F)c1)C(O)c1ccc(F)cc1. As a reaction SMILES: [BH4-:36].[BH4-:38].[CH3:31][CH2:32][O:33][CH2:34][CH3:35].[ClH:30].[F:1][c:2]1[cH:3][cH:4][c:5]([C:8]([CH:9]([C:10](=[O:11])[O:12][CH2:13][CH3:14])[CH2:15][c:16]2[cH:17][c:18]([O:22][C:23]([CH:24]([F:25])[F:26])([F:27])[F:28])[cH:19][cH:20][cH:21]2)=[O:29])[cH:6][cH:7]1.[Zn+2:37]>>[F:1][c:2]1[cH:3][cH:4][c:5]([CH:8]([CH:9]([C:10](=[O:11])[O:12][CH2:13][CH3:14])[CH2:15][c:16]2[cH:17][c:18]([O:22][C:23]([CH:24]([F:25])[F:26])([F:27])[F:28])[cH:19][cH:20][cH:21]2)[OH:29])[cH:6][cH:7]1. Reactants: CC(=O)c1cccc(-c2ccc(C(C)=CCO)cc2)c1, CCOC(=O)C(Cc1ccc(O)cc1)OCC. Yields the product CCOC(=O)C(Cc1ccc(OCC=C(C)c2ccc(-c3cccc(C(C)=O)c3)cc2)cc1)OCC. RXN SMILES: [C:1]([CH3:2])(=[O:3])[c:4]1[cH:5][c:6](-[c:10]2[cH:11][cH:12][c:13]([C:16](=[CH:17][CH2:18][OH:19])[CH3:20])[cH:14][cH:15]2)[cH:7][cH:8][cH:9]1.[CH2:21]([CH3:22])[O:23][CH:24]([C:25](=[O:26])[O:27][CH2:28][CH3:29])[CH2:30][c:31]1[cH:32][cH:33][c:34]([OH:37])[cH:35][cH:36]1>>[C:1]([CH3:2])(=[O:3])[c:4]1[cH:5][c:6](-[c:10]2[cH:11][cH:12][c:13]([C:16](=[CH:17][CH2:18][O:19][c:34]3[cH:33][cH:32][c:31]([CH2:30][CH:24]([O:23][CH2:21][CH3:22])[C:25](=[O:26])[O:27][CH2:28][CH3:29])[cH:36][cH:35]3)[CH3:20])[cH:14][cH:15]2)[cH:7][cH:8][cH:9]1.